Dataset: the Open Reaction Database (ORD), a public repository of structured organic reaction records. Task: describe an organic reaction: reactants, conditions, products, and yield Reactants: C(C)OCCl (chloromethyl ethyl ether), ClC1=CC=C(C=C1)CC(CC=C)NC(C1=CC(=CC(=C1)C)C)=O (N-{5-(4-chlorophenyl)pent-1-en-4-yl}-3.5-dimethylbenzamide), [OH-].[Na+] (sodium hydroxide). The reagents and catalysts are [Cl-].C(C1=CC=CC=C1)[N+](CCCC)(CCCC)CCCC (benzyltributylammonium chloride). Run in ClCCl (dichloromethane), ClCCl (dichloromethane). The product is ClC1=CC=C(C=C1)CC(CC=C)N(C(C1=CC(=CC(=C1)C)C)=O)COCC (N-{5-(4-Chlorophenyl)pent-1-en-4-yl}-N-ethoxymethyl-3,5-dimethylbenzamide). RXN SMILES: [CH2:1]([O:3][CH2:4]Cl)[CH3:2].[Cl:6][C:7]1[CH:12]=[CH:11][C:10]([CH2:13][CH:14]([NH:18][C:19](=[O:28])[C:20]2[CH:25]=[C:24]([CH3:26])[CH:23]=[C:22]([CH3:27])[CH:21]=2)[CH2:15][CH:16]=[CH2:17])=[CH:9][CH:8]=1.[OH-].[Na+]>[Cl-].C([N+](CCCC)(CCCC)CCCC)C1C=CC=CC=1.ClCCl>[Cl:6][C:7]1[CH:12]=[CH:11][C:10]([CH2:13][CH:14]([N:18]([CH2:4][O:3][CH2:1][CH3:2])[C:19](=[O:28])[C:20]2[CH:25]=[C:24]([CH3:26])[CH:23]=[C:22]([CH3:27])[CH:21]=2)[CH2:15][CH:16]=[CH2:17])=[CH:9][CH:8]=1 |f:2.3,4.5|. Procedure details: 2.36 ml (25.2 mmol) of chloromethyl ethyl ether are added in small portions over the course of 2 hours to a vigorously stirred solution of 5.5 g (16.8 mmol) of N-{5-(4-chlorophenyl)pent-1-en-4-yl}-3.5-dimethylbenzamide and 100 mg of benzyltributylammonium chloride in 15 ml of 50% strength aqueous sodium hydroxide solution and 15 ml of dichloromethane at 0°-5°. The organic phase is taken up in dichloromethane and water, the organic phase is separated off, dried over sodium sulfate and evaporated ... The reactants are C[C@]12CCC(=O)C=C1C=C[C@@H]3[C@@H]2CC[C@]4([C@H]3CC[C@@]45CCC(=O)O5)C (canrenone), C[C@]12CCC(=O)C=C1[C@@H]3C[C@@H]3[C@@H]4[C@@H]2CC[C@]5([C@H]4CC[C@]5(CCC(=O)O)O)C (prorenoate), CC(=O)S[C@@H]1CC2=CC(=O)CC[C@@]2([C@@H]3[C@@H]1[C@@H]4CC[C@]5([C@]4(CC3)C)CCCO5)C (spiroxasone), C[C@]12CCC(=O)C=C1C[C@H]([C@@H]3[C@]24[C@H](O4)C[C@]5([C@H]3CC[C@@]56CCC(=O)O6)C)C(=O)OC (eplerenone), CC(=O)S[C@@H]1CC2=CC(=O)CC[C@@]2([C@@H]3[C@@H]1[C@@H]4CC[C@]5([C@]4(CC3)C)CCC(=O)O5)C (spironolactone), CCC[C@@H]1CC2=CC(=O)CC[C@@]2([C@@H]3[C@@H]1[C@@H]4CC[C@]([C@]4(CC3)C)(CCC(=O)O)O)C (oxprenoate), C[C@]12CCC(=O)C=C1[C@H]3C[C@H]3[C@@H]4[C@@H]2CC[C@]5([C@H]4CC[C@@]56CCC(=O)O6)C (prorenone), C[C@]12CC[C@H]3[C@H]([C@@H]1[C@@H]4C[C@@H]4[C@@]25CCC(=O)O5)[C@H]6C[C@H]6C7=CC(=O)C=C[C@]37C (spirorenone), CC(=O)S[C@@H]1CC2=CC(=O)C=C[C@@]2([C@@H]3[C@@H]1[C@@H]4[C@@H]5C[C@@H]5[C@]6([C@]4(CC3)C)CCC(=O)O6)C (mespirenone), CC(C)OC(=O)[C@@H]1CC2=CC(=O)CC[C@@]2([C@@H]3[C@@H]1[C@@H]4CC[C@]5([C@]4(CC3)C)CCC(=O)O5)C (dicirenone), C[C@]12CCC(=O)C=C1C[C@H]([C@@H]3[C@@H]2CC[C@]4([C@H]3CC[C@]4(CCC(=O)O)O)C)C(=O)OC (mexrenoate), C[C@]12CC[C@H]3[C@H]([C@@H]1CC[C@]2(C)O)CC[C@]45[C@@]3(CC(=C([C@]4(O5)C)O)C#N)C (epostane). The product is C[C@]12CCC(=O)C=C1C=C[C@@H]3[C@@H]2CC[C@]4([C@H]3CC[C@]4(CCC(=O)O)O)C (canrenoate). As a reaction SMILES: [CH3:1][C@@:2]12[C@H:12]3[CH2:13][CH2:14][C@:15]4([CH3:25])[C@@:19]5([O:24][C:22](=[O:23])[CH2:21][CH2:20]5)[CH2:18][CH2:17][C@H:16]4[C@@H:11]3[CH:10]=[CH:9][C:8]1=[CH:7][C:5](=[O:6])[CH2:4][CH2:3]2.CC([O:29]C([C@H]1[C@H]2[C@H]3[C@](C)(CC[C@@H]2[C@]2(C)C(=CC(CC2)=O)C1)[C@@]1(OC(=O)CC1)CC3)=O)C.C[C@@]12[C@H]3CC[C@]4(C)[C@](O)(CCC(O)=O)CC[C@H]4[C@@H]3[C@H](C(OC)=O)CC1=CC(=O)CC2.C[C@@]12[C@H]3CC[C@]4(C)[C@](O)(CCC(O)=O)CC[C@H]4[C@@H]3[C@@H]3[C@@H](C3)C1=CC(=O)CC2.CC(S[C@H]1[C@H]2[C@H]3[C@](C)(CC[C@@H]2[C@]2(C)C(=CC(CC2)=O)C1)[C@@]1(OC(=O)CC1)CC3)=O.C[C@@]12[C@](O)(C)CC[C@H]1[C@@H]1CC[C@@]34O[C@]3(C)C(O)=C(C#N)C[C@]4(C)[C@H]1CC2.CC(S[C@H]1[C@H]2[C@H]3[C@](C)(CC[C@@H]2[C@]2(C)C(=CC(C=C2)=O)C1)[C@@]1(OC(=O)CC1)[C@@H]1[C@H]3C1)=O.CCC[C@H]1[C@H]2[C@H]3[C@](C)(CC[C@@H]2[C@]2(C)C(=CC(CC2)=O)C1)[C@](O)(CCC(O)=O)CC3.C[C@@]12[C@@]3(OC(=O)CC3)[C@@H]3[C@@H](C3)[C@H]1[C@@H]1[C@@H]3[C@H](C4[C@@](C)([C@H]1CC2)C=CC(=O)C=4)C3.CC(S[C@H]1[C@H]2[C@H]3[C@](C)(CC[C@@H]2[C@]2(C)C(=CC(CC2)=O)C1)[C@@]1(OCCC1)CC3)=O.C[C@@]12[C@H]3CC[C@]4(C)[C@@]5(OC(=O)CC5)CC[C@H]4[C@@H]3[C@H]3[C@H](C3)C1=CC(=O)CC2.C[C@@]12[C@@]34O[C@@H]3C[C@]3(C)[C@@]5(OC(=O)CC5)CC[C@H]3[C@@H]4[C@H](C(OC)=O)CC1=CC(=O)CC2>>[CH3:1][C@@:2]12[C@H:12]3[CH2:13][CH2:14][C@:15]4([CH3:25])[C@:19]([OH:29])([CH2:20][CH2:21][C:22]([OH:24])=[O:23])[CH2:18][CH2:17][C@H:16]4[C@@H:11]3[CH:10]=[CH:9][C:8]1=[CH:7][C:5](=[O:6])[CH2:4][CH2:3]2. Reported procedure: canrenone; dicirenone; mexrenoate; prorenoate; spironolactone, epostane, mespirenone; oxprenoate, spirorenone, spiroxasone, prorenone, eplerenone. Reactants: FC1=C(C=C(C=C1)C1=CN(C2=NC=C(C=C21)F)S(=O)(=O)C2=CC=C(C)C=C2)N[C@@H]2C[C@@H](CCC2)NC(OC(C)(C)C)=O (tert-butyl (1R,3S)-3-(2-fluoro-5-(5-fluoro-1-tosyl-1H-pyrrolo-[2,3-b]pyridin-3-yl)phenylamino)cyclohexylcarbamate), FC=1C(=NC(=NC1)C1=CN(C2=NC=C(C=C21)F)S(=O)(=O)C2=CC=C(C=C2)C)N[C@@H]2C[C@@H](CCC2)NC(OC(C)(C)C)=O (tert-butyl N-[(1R,3S)-3-[[5-fluoro-2-[5-fluoro-1-(p-tolylsulfonyl)pyrrolo[2,3-b]pyridin-3-yl]pyrimidin-4-yl]amino]cyclohexyl]carbamate), Cl (hydrogen chloride). Solvent: C(Cl)Cl (methylene chloride). Run at temperature 50 celsius, time 6 hour. The product is FC1=C(C=C(C=C1)C1=CNC2=NC=C(C=C21)F)N[C@@H]2C[C@@H](CCC2)N ((1S,3R)—N1-(2-fluoro-5-(5-fluoro-1H-pyrrolo[2,3-b]pyridin-3-yl)phenyl)cyclohexane-1,3-diamine). As a reaction SMILES: [F:1][C:2]1[CH:7]=[CH:6][C:5]([C:8]2[C:16]3[C:11](=[N:12][CH:13]=[C:14]([F:17])[CH:15]=3)[N:10](S(C3C=CC(C)=CC=3)(=O)=O)[CH:9]=2)=[CH:4][C:3]=1[NH:28][C@H:29]1[CH2:34][CH2:33][CH2:32][C@@H:31]([NH:35]C(=O)OC(C)(C)C)[CH2:30]1.FC1C(N[C@H]2CCC[C@@H](NC(=O)OC(C)(C)C)C2)=NC(C2C3C(=NC=C(F)C=3)N(S(C3C=CC(C)=CC=3)(=O)=O)C=2)=NC=1.Cl>C(Cl)Cl>[F:1][C:2]1[CH:7]=[CH:6][C:5]([C:8]2[C:16]3[C:11](=[N:12][CH:13]=[C:14]([F:17])[CH:15]=3)[NH:10][CH:9]=2)=[CH:4][C:3]=1[NH:28][C@H:29]1[CH2:34][CH2:33][CH2:32][C@@H:31]([NH2:35])[CH2:30]1. Procedure details: To a solution of tert-butyl (1R,3S)-3-(2-fluoro-5-(5-fluoro-1-tosyl-1H-pyrrolo-[2,3-b]pyridin-3-yl)phenylamino)cyclohexylcarbamate, 44d, (0.65 g, 1.09 mmol) in methylene chloride (22 mL) was added hydrogen chloride (2.71 mL of 4M solution in 1,4-dioxane, 10.86 mmol). The reaction was heated to 50° C. and stirred for 6 hours. The mixture was cooled to room temperature and concentrated in vacuo, producing a yellow solid. The crude residue was purified via silica gel chromatography (25-50% Ethyl Ac... Starting materials: FC(C1=CC=C(OC2=CC=C(C=C2)O)C=C1)(F)F (4-(4-trifluoromethylphenoxy)phenol), BrC(CC(=O)OCC)C(C)Br (ethyl 3,4-dibromopentanoate), C([O-])([O-])=O.[K+].[K+] (potassium carbonate), ClC1=CC=CC=C1 (chlorobenzene). Reagents/catalysts: [Br-].C(CCC)[N+](CC)(CCCC)CCCC (tributylethylammonium bromide). The solvent is O (water). The product is FC(C1=CC=C(OC2=CC=C(OC(C=CC(=O)OCC)C)C=C2)C=C1)(F)F (ethyl 4-[4-(4-trifluoromethylphenoxy)phenoxy]-2-pentenoate). Yield: 95.2%. Reaction SMILES: ClC1C=CC=CC=1.[F:8][C:9]([F:25])([F:24])[C:10]1[CH:23]=[CH:22][C:13]([O:14][C:15]2[CH:20]=[CH:19][C:18]([OH:21])=[CH:17][CH:16]=2)=[CH:12][CH:11]=1.Br[CH:27]([CH:34](Br)[CH3:35])[CH2:28][C:29]([O:31][CH2:32][CH3:33])=[O:30].C(=O)([O-])[O-].[K+].[K+]>[Br-].C([N+](CCCC)(CCCC)CC)CCC.O>[F:8][C:9]([F:24])([F:25])[C:10]1[CH:23]=[CH:22][C:13]([O:14][C:15]2[CH:16]=[CH:17][C:18]([O:21][CH:34]([CH3:35])[CH:27]=[CH:28][C:29]([O:31][CH2:32][CH3:33])=[O:30])=[CH:19][CH:20]=2)=[CH:12][CH:11]=1 |f:3.4.5,6.7|. Procedure details: In a reactor, 15 g of chlorobenzene and 15 g of water were charged, and 12.7 g (0.05 mole) of 4-(4-trifluoromethylphenoxy)phenol, 15.8 g (0.055 mole) of ethyl 3,4-dibromopentanoate and 8.7 g (0.063 mole) of potassium carbonate and 0.3 g (0.001 mole) of tributylethylammonium bromide were added. They were refluxed for 6 hours to react them. The water phase was separated and the organic phase was washed with 5% hydrochloric acid and with water and then, chlorobenzene, ethyl 3,4-dibromopentanoate an... Reactants: COc1cc(C(=O)N2CCC3(CC2)CC(=O)c2cc(Br)ccc2O3)nc2c(OC)cccc12, CC(C)(C)OC(=O)N1CCNCC1, CC(C)(C)P(c1ccccc1-c1ccccc1)C(C)(C)C, O=C([O-])[O-], CC(=O)[O-], CC(=O)[O-], C1COCCO1, [Cs+], [Cs+], [Pd+2]. Yields the product COc1cc(C(=O)N2CCC3(CC2)CC(=O)c2cc(N4CCN(C(=O)OC(C)(C)C)CC4)ccc2O3)nc2c(OC)cccc12. As a reaction SMILES: [Br:1][c:2]1[cH:3][c:4]2[c:9]([cH:10][cH:11]1)[O:8][C:7]1([CH2:6][C:5]2=[O:33])[CH2:12][CH2:13][N:14]([C:17](=[O:18])[c:19]2[n:20][c:21]3[c:22]([O:31][CH3:32])[cH:23][cH:24][cH:25][c:26]3[c:27]([O:29][CH3:30])[cH:28]2)[CH2:15][CH2:16]1.[C:34]([CH3:35])([CH3:36])([CH3:37])[O:38][C:39](=[O:40])[N:41]1[CH2:42][CH2:43][NH:44][CH2:45][CH2:46]1.[C:47]([P:48]([C:49]([CH3:50])([CH3:51])[CH3:52])[c:53]1[cH:54][cH:55][cH:56][cH:57][c:58]1-[c:59]1[cH:60][cH:61][cH:62][cH:63][cH:64]1)([CH3:65])([CH3:66])[CH3:67].[C:68](=[O:69])([O-:70])[O-:71].[C:80]([O-:81])(=[O:82])[CH3:83].[C:85]([O-:86])(=[O:87])[CH3:88].[CH2:74]1[O:75][CH2:76][CH2:77][O:78][CH2:79]1.[Cs+:72].[Cs+:73].[Pd+2:84]>>[c:2]1([N:44]2[CH2:43][CH2:42][N:41]([C:39]([O:38][C:34]([CH3:35])([CH3:36])[CH3:37])=[O:40])[CH2:46][CH2:45]2)[cH:3][c:4]2[c:9]([cH:10][cH:11]1)[O:8][C:7]1([CH2:6][C:5]2=[O:33])[CH2:12][CH2:13][N:14]([C:17](=[O:18])[c:19]2[n:20][c:21]3[c:22]([O:31][CH3:32])[cH:23][cH:24][cH:25][c:26]3[c:27]([O:29][CH3:30])[cH:28]2)[CH2:15][CH2:16]1.